From a dataset of the Open Reaction Database (ORD), a public repository of structured organic reaction records. describe an organic reaction: reactants, conditions, products, and yield The reactants are BrC1=CC=C(C=C1)S(=O)(=O)NC(C(=O)NC1=CC=C(C=C1)CC(=O)OCC)COS(=O)(=O)C ((RS)-2-(4-bromobenzenesulfonylamino)-N-(4-(ethoxycarbonylmethyl)phenyl)-3-methanesulfonyloxypropanamide), OC=1C=NC=CC1 (3-hydroxypyridine). Product: BrC1=CC=C(C=C1)S(=O)(=O)NC(C(=O)NC1=CC=C(C=C1)CC(=O)OCC)COC=1C=NC=CC1 ((RS)-2-(4-bromobenzenesulfonylamino)-N-(4-(ethoxycarbonylmethyl)phenyl)-3-(pyridin-3-yloxy)propanamide). Reaction SMILES: [Br:1][C:2]1[CH:7]=[CH:6][C:5]([S:8]([NH:11][CH:12]([CH2:28][O:29]S(C)(=O)=O)[C:13]([NH:15][C:16]2[CH:21]=[CH:20][C:19]([CH2:22][C:23]([O:25][CH2:26][CH3:27])=[O:24])=[CH:18][CH:17]=2)=[O:14])(=[O:10])=[O:9])=[CH:4][CH:3]=1.O[C:35]1[CH:36]=[N:37][CH:38]=[CH:39][CH:40]=1>>[Br:1][C:2]1[CH:7]=[CH:6][C:5]([S:8]([NH:11][CH:12]([CH2:28][O:29][C:35]2[CH:36]=[N:37][CH:38]=[CH:39][CH:40]=2)[C:13]([NH:15][C:16]2[CH:21]=[CH:20][C:19]([CH2:22][C:23]([O:25][CH2:26][CH3:27])=[O:24])=[CH:18][CH:17]=2)=[O:14])(=[O:10])=[O:9])=[CH:4][CH:3]=1. Reported procedure: The procedure described in Example 105 was repeated, except that (RS)-2-(4-bromobenzenesulfonylamino)-N-(4-(ethoxycarbonylmethyl)phenyl)-3-methanesulfonyloxypropanamide (307 mg) was reacted with 3-hydroxypyridine to obtain (RS)-2-(4-bromobenzenesulfonylamino)-N-(4-(ethoxycarbonylmethyl)phenyl)-3-(pyridin-3-yloxy)propanamide (90.4 mg). The reactants are BrCC(C)C (1-bromo-2-methylpropane), O=C(CC(=O)OCC)CC(=O)OCC (Diethyl 3-oxopentanedioate), [O-]CC.[Mg+2].[O-]CC (magnesium ethoxide), BrCC(C)C (1-Bromo-2-methylpropane). The product is CC(CC(C(=O)OCC)C(CC(=O)OCC)=O)C (Diethyl 2-(2-methylpropyl)-3-oxopentanedioate). Yield: 61.9%. RXN SMILES: [O:1]=[C:2]([CH2:9][C:10]([O:12][CH2:13][CH3:14])=[O:11])[CH2:3][C:4]([O:6][CH2:7][CH3:8])=[O:5].[O-]CC.[Mg+2].[O-]CC.Br[CH2:23][CH:24]([CH3:26])[CH3:25]>>[CH3:23][CH:24]([CH3:26])[CH2:25][CH:9]([C:2](=[O:1])[CH2:3][C:4]([O:6][CH2:7][CH3:8])=[O:5])[C:10]([O:12][CH2:13][CH3:14])=[O:11] |f:1.2.3|. Reported procedure: Diethyl 3-oxopentanedioate (45.5 ml, 0.25 mol) was added to a suspension of magnesium ethoxide (prepared from magnesium turnings (9 g, 0.375 mol) and iodine (0.1 g) in dry ethanol (275 ml)), and the mixture was heated under reflux for 90 min. 1-Bromo-2-methylpropane (54 ml, 0.5 mol) was added, and the reaction was heated under reflux for 16 h. Further 1-bromo-2-methylpropane (27 ml, 0.25 mol) was added to the boiling mixture, and after 3 h the solvent was evaporated in vacuo. The residue was par... Product: FC1=C(CN2N3C(C(=C(C2=O)C(=O)NCC(=O)O)O)=CC=C3)C=CC=C1 ({[1-(2-Fluoro-benzyl)-4-hydroxy-2-oxo-1,2-dihydro-pyrrolo[1,2-b]pyridazine-3-carbonyl]-amino}-acetic acid). Procedure details: Prepared according to the glycinolysis condition used in Example 1 step d) from 1-(2-fluoro-benzyl)-4-hydroxy-2-oxo-1,2-dihydro-pyrrolo[1,2-b]pyridazine-3-carboxylic acid ethyl ester (1.0 eq.) and sodium glycinate (15 eq.). ESI (m/z): 360 (M+H)+. As a reaction SMILES: C(O[C:4]([C:6]1[C:11](=[O:12])[N:10]([CH2:13][C:14]2[CH:19]=[CH:18][CH:17]=[CH:16][C:15]=2[F:20])[N:9]2[CH:21]=[CH:22][CH:23]=[C:8]2[C:7]=1[OH:24])=[O:5])C.[NH2:25][CH2:26][C:27]([O-:29])=[O:28].[Na+]>>[F:20][C:15]1[CH:16]=[CH:17][CH:18]=[CH:19][C:14]=1[CH2:13][N:10]1[C:11](=[O:12])[C:6]([C:4]([NH:25][CH2:26][C:27]([OH:29])=[O:28])=[O:5])=[C:7]([OH:24])[C:8]2=[CH:23][CH:22]=[CH:21][N:9]12 |f:1.2|. Reactants: C(C)OC(=O)C1=C(C=2N(N(C1=O)CC1=C(C=CC=C1)F)C=CC2)O (1-(2-fluoro-benzyl)-4-hydroxy-2-oxo-1,2-dihydro-pyrrolo[1,2-b]pyridazine-3-carboxylic acid ethyl ester), NCC(=O)[O-].[Na+] (sodium glycinate). Starting materials: O=C1CCC(=O)N1Br, O=C(OOC(=O)c1ccccc1)c1ccccc1, CC(=O)Oc1c(C)sc2ccccc12. Yields the product CC(=O)Oc1c(CBr)sc2ccccc12. Reaction SMILES: [Br:15][N:16]1[C:17](=[O:18])[CH2:19][CH2:20][C:21]1=[O:22].[C:23]([O:24][O:25][C:26](=[O:27])[c:28]1[cH:29][cH:30][cH:31][cH:32][cH:33]1)(=[O:34])[c:35]1[cH:36][cH:37][cH:38][cH:39][cH:40]1.[CH3:1][c:2]1[c:3]([O:11][C:12]([CH3:13])=[O:14])[c:4]2[c:5]([s:6]1)[cH:7][cH:8][cH:9][cH:10]2>>[CH2:1]([c:2]1[c:3]([O:11][C:12]([CH3:13])=[O:14])[c:4]2[c:5]([s:6]1)[cH:7][cH:8][cH:9][cH:10]2)[Br:15]. Reactants: C(CC)N1C=NC=C1CS(=O)C1=CC=C(N)C=C1 ((−)-4-(((1-propylimidazol-5-yl)methyl)sulfinyl)aniline), C(CCC)OCCOC1=CC=C(C=C1)C=1C(=CC2=C(C=C(CCCN2CC(C)C)C(=O)O)C1)C (8-(4-(2-butoxyethoxy)phenyl)-1-isobutyl-9-methyl-1,2,3,4-tetrahydro-1-benzoazocine-5-carboxylic acid), CN(C)C=O (DMF), S(=O)(Cl)Cl (thionyl chloride). The solvent is O1CCCC1 (tetrahydrofuran), C(C)N(CC)CC (triethylamine), O1CCCC1 (tetrahydrofuran), O (water). Run at time 30 minute. The product is C(CCC)OCCOC1=CC=C(C=C1)C=1C(=CC2=C(C=C(CCCN2CC(C)C)C(=O)NC2=CC=C(C=C2)S(=O)CC2=CN=CN2CCC)C1)C ((−)-8-[4-(2-butoxyethoxy)phenyl]-1-isobutyl-9-methyl-N-[4-[[[1-propylimidazol-5-yl]methyl]sulfinyl]phenyl]-1,2,3,4-tetrahydro-1-benzoazocine-5-carboxamide). As a reaction SMILES: [CH2:1]([O:5][CH2:6][CH2:7][O:8][C:9]1[CH:14]=[CH:13][C:12]([C:15]2[C:16]([CH3:34])=[CH:17][C:18]3[N:25]([CH2:26][CH:27]([CH3:29])[CH3:28])[CH2:24][CH2:23][CH2:22][C:21]([C:30](O)=[O:31])=[CH:20][C:19]=3[CH:33]=2)=[CH:11][CH:10]=1)[CH2:2][CH2:3][CH3:4].CN(C=O)C.S(Cl)(Cl)=O.[CH2:44]([N:47]1[C:51]([CH2:52][S:53]([C:55]2[CH:61]=[CH:60][C:58]([NH2:59])=[CH:57][CH:56]=2)=[O:54])=[CH:50][N:49]=[CH:48]1)[CH2:45][CH3:46]>O1CCCC1.O.C(N(CC)CC)C>[CH2:1]([O:5][CH2:6][CH2:7][O:8][C:9]1[CH:14]=[CH:13][C:12]([C:15]2[C:16]([CH3:34])=[CH:17][C:18]3[N:25]([CH2:26][CH:27]([CH3:28])[CH3:29])[CH2:24][CH2:23][CH2:22][C:21]([C:30]([NH:59][C:58]4[CH:57]=[CH:56][C:55]([S:53]([CH2:52][C:51]5[N:47]([CH2:44][CH2:45][CH3:46])[CH:48]=[N:49][CH:50]=5)=[O:54])=[CH:61][CH:60]=4)=[O:31])=[CH:20][C:19]=3[CH:33]=2)=[CH:11][CH:10]=1)[CH2:2][CH2:3][CH3:4]. Procedure details: (−)-4-(((1-Propylimidazol-5-yl)methyl)sulfinyl)aniline di-p-toluoyl-D-tartarate monohydrate (660 mg) was dissolved in ethyl acetate (5 ml) and 1N hydrochloric acid (2.87 ml), followed by separation. To the aqueous layer was added an aqueous 25% potassium carbonate solution (2.87 ml), followed by extraction with 2-propanol-ethyl acetate (1:4) three times. The organic layers were combined and washed with saturated brine, dried with magnesium sulfate, and the solvent was distilled off under reduced...